Dataset: the Open Reaction Database (ORD), a public repository of structured organic reaction records. Task: describe an organic reaction: reactants, conditions, products, and yield Conditions: temperature 100 celsius, time 24 hour. As a reaction SMILES: [OH:1][CH2:2][CH2:3][S:4][C:5]1[CH:10]=[CH:9][C:8]([C:11](=[O:21])[C:12]([CH3:20])([N:14]2[CH2:19][CH2:18][O:17][CH2:16][CH2:15]2)[CH3:13])=[CH:7][CH:6]=1.C([O:26][CH2:27][CH3:28])(=O)CS.O.C1(C)C=C[C:33]([S:36](O)(=O)=O)=CC=1.[OH-].[Na+]>>[CH3:20][C:12]([N:14]1[CH2:15][CH2:16][O:17][CH2:18][CH2:19]1)([CH3:13])[C:11]([C:8]1[CH:9]=[CH:10][C:5]([S:4][CH2:3][CH2:2][O:1][C:27](=[O:26])[CH2:28][CH2:33][SH:36])=[CH:6][CH:7]=1)=[O:21] |f:2.3,4.5|. Starting materials: OCCSC1=CC=C(C=C1)C(C(C)(N1CCOCC1)C)=O (1-[4-(2-hydroxyethylthio)-phenyl]-2-methyl-2-morpholin-4-yl-propan-1-one), C(CS)(=O)OCC (ethyl thioglycolate), O.C1(=CC=C(C=C1)S(=O)(=O)O)C (p-toluenesulfonic acid monohydrate), [OH-].[Na+] (NaOH). Procedure details: 5.9 g (19.1 mmol) of 1-[4-(2-hydroxyethylthio)-phenyl]-2-methyl-2-morpholin-4-yl-propan-1-one, 4.2 ml (38.2 mmol) of ethyl thioglycolate, and 4.4 g (22.9 mmol) of p-toluenesulfonic acid monohydrate are mixed and stirred at 100° C. for 24 h. Then the solution is cooled to room temperature and neutralized with 1N NaOH. The crude product is extracted with ethyl acetate, washed with saturated sodium chloride solution, dried over MgSO4, and concentrated. The residue is purified by column chromatograp... Product: CC(C(=O)C1=CC=C(C=C1)SCCOC(CCS)=O)(C)N1CCOCC1 (3-Mercapto-propionic acid 2-[4-(2-methyl-2-morpholin-4-yl-propionyl)-phenylthio]-ethyl ester). Starting materials: ClC1=CC=C(CC#N)C=C1 (4-chlorobenzyl cyanide), Cl (hydrochloric acid), [H-].[Na+] (sodium hydride), CS(=O)(=O)OCCC=1SC=CC1 (2-(2-thienyl)ethyl methanesulfonate). The solvent is CN(C)C=O (DMF), CCCCCC (hexane), CN(C)C=O (DMF). Conditions: temperature 10 celsius, time 1.5 hour. The product is ClC1=CC=C(C=C1)C(C#N)CCC=1SC=CC1 (2-(4-chlorophenyl)-4-(2-thienyl)butyronitrile). Reaction SMILES: [H-].[Na+].[Cl:3][C:4]1[CH:12]=[CH:11][C:7]([CH2:8][C:9]#[N:10])=[CH:6][CH:5]=1.CS(O[CH2:18][CH2:19][C:20]1[S:21][CH:22]=[CH:23][CH:24]=1)(=O)=O.Cl>CCCCCC.CN(C=O)C>[Cl:3][C:4]1[CH:12]=[CH:11][C:7]([CH:8]([CH2:18][CH2:19][C:20]2[S:21][CH:22]=[CH:23][CH:24]=2)[C:9]#[N:10])=[CH:6][CH:5]=1 |f:0.1|. Reported procedure: To a flask under a nitrogen atmosphere was added, with stirring, 3.3 g. (0.0825 mole) of 60% sodium hydride, washed twice with hexane to remove the original mineral oil, in 75 ml. of a dry 2 to 1 mixture of DMF and toluene. To this slurry at room temperature was added 11.30 g. (0.075 mole) of 4-chlorobenzyl cyanide in 40 ml. of DMF. After 1.5 hours, the mixture was cooled to 10° C. and 13.7 g. (0.0782 mole) of 2-(2-thienyl)ethyl methanesulfonate in 25 ml. of DMF was added dropwise. The reaction ... Reactants: N1=C(C=CC=C1)CC(=O)NC1=CC=C(OCCNC(OC(C)(C)C)=O)C=C1 (tert-butyl N-[2-[4-[[2-(2-pyridyl)acetyl]amino]phenoxy]ethyl]carbamate), Cl.C(C)(=O)OCC (hydrochloride ethyl acetate). The solvent is CO (methanol). Conditions: time 8 hour. Yields the product Cl.O[C@@H](CNCCOC1=CC=C(NC(CC2=NC=CC=C2)=O)C=C1)C1=CC=CC=C1 ((R)-4′-[2-[(2-hydroxy-2-phenylethyl)-amino]ethoxy]-2-(2-pyridyl)acetanilide hydrochloride). As a reaction SMILES: [N:1]1[CH:6]=[CH:5][CH:4]=[CH:3][C:2]=1[CH2:7][C:8]([NH:10][C:11]1[CH:27]=[CH:26][C:14]([O:15][CH2:16][CH2:17][NH:18][C:19](=O)OC(C)(C)C)=[CH:13][CH:12]=1)=[O:9].[ClH:28].C([O:32][CH2:33][CH3:34])(=O)C>CO>[ClH:28].[OH:32][C@H:33]([C:34]1[CH:8]=[CH:7][CH:2]=[CH:3][CH:4]=1)[CH2:19][NH:18][CH2:17][CH2:16][O:15][C:14]1[CH:13]=[CH:12][C:11]([NH:10][C:8](=[O:9])[CH2:7][C:2]2[CH:3]=[CH:4][CH:5]=[CH:6][N:1]=2)=[CH:27][CH:26]=1 |f:1.2,4.5|. Reported procedure: To a solution of 3.62 g of tert-butyl N-[2-[4-[[2-(2-pyridyl)acetyl]amino]phenoxy]ethyl]carbamate in 30 ml of methanol was added 50 ml of a 4N hydrochloride-ethyl acetate solution. After the reaction solution was stirred at room temperature for eight hours, the solvent was evaporated in vacuo. To the residue were added an aqueous solution of sodium hydrogen carbonate and potassium carbonate to adjust to pH about 12. The resulting aqueous phase was extracted with a mixed solvent of chloroform and... Reactants: FC=1C=C(C=CC1F)C1COCC=2C(NC(OC21)=O)=O (8-(3,4-difluorophenyl)-7,8-dihydropyrano[3,4-e][1,3]oxazine-2,4(3H,5H)-dione), [OH-].[NH4+] (ammonium hydroxide). Yields the product FC=1C=C(C=CC1F)C1COCC2=C1NC(NC2=O)=O (8-(3,4-difluorophenyl)-7,8-dihydro-1H-pyrano[4,3-d]pyrimidine-2,4(3H,5H)-dione). Reaction SMILES: [F:1][C:2]1[CH:3]=[C:4]([CH:9]2[C:18]3[O:17][C:16](=O)[NH:15][C:14](=[O:20])[C:13]=3[CH2:12][O:11][CH2:10]2)[CH:5]=[CH:6][C:7]=1[F:8].[OH-].[NH4+:22]>>[F:1][C:2]1[CH:3]=[C:4]([CH:9]2[C:18]3[NH:22][C:16](=[O:17])[NH:15][C:14](=[O:20])[C:13]=3[CH2:12][O:11][CH2:10]2)[CH:5]=[CH:6][C:7]=1[F:8] |f:1.2|. Reported procedure: 8-(3,4-difluorophenyl)-7,8-dihydropyrano[3,4-e][1,3]oxazine-2,4(3H,5H)-dione (Intermediate Y(3)) was reacted as described in Intermediate X(4) with ammonium hydroxide to give 8-(3,4-difluorophenyl)-7,8-dihydro-1H-pyrano[4,3-d]pyrimidine-2,4(3H,5H)-dione (Intermediate Y(4)). LC-MS (M−H)+=279.1. Procedure: 3,4-Dimethoxy-4'-phenylbenzophenone was prepared analogously to 3,4,3',4'-tetramethoxybenzophenone using veratrole (2.4 g, 17 mmol), aluminum chloride (2.5 g, 19 mmol) and 4-biphenylcarbonyl chloride (4 g, 18 mmol) with a reaction time of 24 hours at room temperature. The crude product was purified by flash column chromatography (silica gel, 2% ethyl acetate/methylene chloride) to afford 3.86 g (70%) of the product as a white solid: mp 103-104° C.; 1H NMR (CDCl3) δ 7.88-7.84 (m, 2 H), 7.73-7.64 ... Reaction SMILES: CO[C:3]1[CH:4]=[C:5]([CH:18]=[CH:19][C:20]=1OC)[C:6]([C:8]1[CH:13]=[CH:12][C:11]([O:14][CH3:15])=[C:10]([O:16][CH3:17])[CH:9]=1)=[O:7].[C:23]1(OC)[C:24](=[CH:27][CH:28]=[CH:29][CH:30]=1)OC.[Cl-].[Al+3].[Cl-].[Cl-].C1(C2C=CC=CC=2)C=CC(C(Cl)=O)=CC=1>>[CH3:17][O:16][C:10]1[CH:9]=[C:8]([CH:13]=[CH:12][C:11]=1[O:14][CH3:15])[C:6]([C:5]1[CH:4]=[CH:3][C:20]([C:23]2[CH:24]=[CH:27][CH:28]=[CH:29][CH:30]=2)=[CH:19][CH:18]=1)=[O:7] |f:2.3.4.5|. Yield: 70.0%. The product is COC=1C=C(C(=O)C2=CC=C(C=C2)C2=CC=CC=C2)C=CC1OC (3,4-Dimethoxy-4'-phenylbenzophenone), product. The reactants are COC=1C=C(C(=O)C2=CC(=C(C=C2)OC)OC)C=CC1OC (3,4,3',4'-tetramethoxybenzophenone), [Cl-].[Al+3].[Cl-].[Cl-] (aluminum chloride), C1(=CC=C(C=C1)C(=O)Cl)C1=CC=CC=C1 (4-biphenylcarbonyl chloride), C=1(C(OC)=CC=CC1)OC (veratrole). Starting materials: crude product, C([O-])(O)=O (bicarbonate), C([O-])([O-])=O.[K+].[K+] (potassium carbonate), BrC=1C=C2C(NC=NC2=CC1)=O (6-bromo-3H-quinazolin-4-one), C1(=CC=CC=C1)P(C1=CC=CC=C1)C1=CC=CC=C1 (Tripenylphosphine), C1(=CC=CC2=CC=CC=C12)B(O)O (naphthalene-1-boronic acid). The reagents and catalysts are C=1C=CC(=CC1)/C=C/C(=O)/C=C/C2=CC=CC=C2.C=1C=CC(=CC1)/C=C/C(=O)/C=C/C2=CC=CC=C2.C=1C=CC(=CC1)/C=C/C(=O)/C=C/C2=CC=CC=C2.[Pd].[Pd] (tris(dibenzylideneacetone)dipalladium). Run in C(Cl)Cl (methylene chloride), O (water), CN(C(C)=O)C (N,N-dimethylacetamide), C(C)O (ethanol). The product is C1(=CC=CC2=CC=CC=C12)C=1C=C2C(NC=NC2=CC1)=O (6-(Naphthalene-1-yl)-3H-quinazolin-4-one). The yield is 60.4%. RXN SMILES: Br[C:2]1[CH:3]=[C:4]2[C:9](=[CH:10][CH:11]=1)[N:8]=[CH:7][NH:6][C:5]2=[O:12].[C:13]1(B(O)O)[C:22]2[C:17](=[CH:18][CH:19]=[CH:20][CH:21]=2)[CH:16]=[CH:15][CH:14]=1.C(=O)([O-])[O-].[K+].[K+].C1(P(C2C=CC=CC=2)C2C=CC=CC=2)C=CC=CC=1.C(=O)(O)[O-]>CN(C)C(=O)C.C(O)C.O.C1C=CC(/C=C/C(/C=C/C2C=CC=CC=2)=O)=CC=1.C1C=CC(/C=C/C(/C=C/C2C=CC=CC=2)=O)=CC=1.C1C=CC(/C=C/C(/C=C/C2C=CC=CC=2)=O)=CC=1.[Pd].[Pd].C(Cl)Cl>[C:21]1([C:2]2[CH:3]=[C:4]3[C:9](=[CH:10][CH:11]=2)[N:8]=[CH:7][NH:6][C:5]3=[O:12])[C:22]2[C:17](=[CH:16][CH:15]=[CH:14][CH:13]=2)[CH:18]=[CH:19][CH:20]=1 |f:2.3.4,10.11.12.13.14|. Procedure: To a solution of 6-bromo-3H-quinazolin-4-one (45.2 mg, 0.2 mmol) dissolved in 2 ml N,N-dimethylacetamide in a 20 ml vial, naphthalene-1-boronic acid (69.4 mg, 0.4 mmol) dissolved in 1 ml ethanol and potassium carbonate (30.5 mg, 0.22 mmol) dissolved in 1 ml water were added. Tripenylphosphine (5.27 mg, 0.02 mmol) and tris(dibenzylideneacetone)dipalladium (0) (3.6 mg, 4 umol) was added to the mixture which refluxed overnight. The crude product was poured into 50 ml saturated bicarbonate solution ...